This data is from the Open Reaction Database (ORD), a public repository of structured organic reaction records. The task is: describe an organic reaction: reactants, conditions, products, and yield Starting materials: FC(C1=C(C=CC=C1)C(=O)NC=1C=C(C2=C(CCO2)C1)C(=O)OCC)(F)F (Ethyl 5-({[2-(Trifluoromethyl)phenyl]carbonyl}amino)-2,3-dihydro-1-benzofuran-7-carboxylate). Run in CCO (EtOH), [OH-].[Na+] (sodium hydroxide). Conditions: temperature 80 celsius, time 4 hour. The product is FC(C1=C(C=CC=C1)C(=O)NC=1C=C(C2=C(CCO2)C1)C(=O)O)(F)F (5-({[2-(Trifluoromethyl)phenyl]carbonyl}amino)-2,3-dihydro-1-benzofuran-7-carboxylic acid). The yield is 95.7%. RXN SMILES: [F:1][C:2]([F:27])([F:26])[C:3]1[CH:8]=[CH:7][CH:6]=[CH:5][C:4]=1[C:9]([NH:11][C:12]1[CH:13]=[C:14]([C:21]([O:23]CC)=[O:22])[C:15]2[O:19][CH2:18][CH2:17][C:16]=2[CH:20]=1)=[O:10]>CCO.[OH-].[Na+]>[F:26][C:2]([F:1])([F:27])[C:3]1[CH:8]=[CH:7][CH:6]=[CH:5][C:4]=1[C:9]([NH:11][C:12]1[CH:13]=[C:14]([C:21]([OH:23])=[O:22])[C:15]2[O:19][CH2:18][CH2:17][C:16]=2[CH:20]=1)=[O:10] |f:2.3|. Reported procedure: To a suspension of ethyl 5-({[2-(trifluoromethyl)phenyl]carbonyl}amino)-2,3-dihydro-1-benzofuran-7-carboxylate (220 mg) obtained in Step 2 in EtOH (5 mL), 1N aqueous sodium hydroxide solution (1 mL) was added and the mixture was stirred at 80° C. for 4 hours. The reaction mixture was cooled to room temperature, and EtOH was removed under reduced pressure. To the residue was added water, and the solution was acidified to pH 3 with 1N hydrochloric acid under ice-cooling and extracted with ethyl ac...